From a dataset of the Open Reaction Database (ORD), a public repository of structured organic reaction records. describe an organic reaction: reactants, conditions, products, and yield Reactants: CC(C(=O)NC1=NC=CC=C1C1=CC(=NO1)C(=O)OCC)(C)C (ethyl 5-{2-[(2,2-dimethylpropanoyl)amino]pyridin-3-yl}isoxazol-3-carboxylate), Cl (hydrochloric acid), [OH-].[Na+] (sodium hydroxide), [BH4-].[Na+] (sodium borohydride). Reaction SMILES: [CH3:1][C:2]([CH3:23])([CH3:22])[C:3]([NH:5][C:6]1[C:11]([C:12]2[O:16][N:15]=[C:14]([C:17](OCC)=[O:18])[CH:13]=2)=[CH:10][CH:9]=[CH:8][N:7]=1)=[O:4].[BH4-].[Na+].Cl.[OH-].[Na+]>O.O1CCCC1.C(O)C>[OH:18][CH2:17][C:14]1[CH:13]=[C:12]([C:11]2[C:6]([NH:5][C:3](=[O:4])[C:2]([CH3:22])([CH3:1])[CH3:23])=[N:7][CH:8]=[CH:9][CH:10]=2)[O:16][N:15]=1 |f:1.2,4.5|. Reported procedure: To a mixture of ethyl 5-{2-[(2,2-dimethylpropanoyl)amino]pyridin-3-yl}isoxazol-3-carboxylate (111 g, 350 mmol), ethanol (110 mL) and tetrahydrofuran (350 mL) was added sodium borohydride (13.2 g, 350 mmol) at room temperature, which was stirred at room temperature for 6 hours. To the reaction mixture were added water (350 mL) and 5N hydrochloric acid (90 mL), which was stirred at room temperature for 30 minutes, 5N aqueous sodium hydroxide (110 mL) was added thereto, the solution was extracted w... The yield is 87.0%. Reaction conditions: time 6 hour. The product is OCC1=NOC(=C1)C=1C(=NC=CC1)NC(C(C)(C)C)=O (N-{3-[3-(hydroxymethyl)isoxazol-5-yl]pyridin-2-yl}-2,2 dimethylpropanamide). Solvent: O1CCCC1 (tetrahydrofuran), C(C)O (ethanol), O (water). Starting materials: BrC=C(C)C1=CC(=CC=C1)F (1-(1-Bromoprop-1-en-2-yl)-3-fluorobenzene), ClC1=CC=2C3=C(NC2C=C1)CCN(C3)C (8-Chloro-2-methyl-2,3,4,5-tetrahydro-1H-pyrido[4,3-b]indole), N1[C@H](C(=O)O)CCC1 (L-proline), P(=O)([O-])([O-])[O-].[K+].[K+].[K+] (potassium phosphate). The reagents and catalysts are [Cu]I (Copper (I) iodide). Solvent: CN(C)C=O (DMF). Run at time 10 minute. Yields the product ClC1=CC=2C3=C(N(C2C=C1)\C=C(/C)\C1=CC(=CC=C1)F)CCN(C3)C ((E)-8-chloro-5-(2-(3-fluorophenyl)prop-1-enyl)-2-methyl-2,3,4,5-tetrahydro-1H-pyrido[4,3-b]indole). As a reaction SMILES: [Cl:1][C:2]1[CH:10]=[CH:9][C:8]2[NH:7][C:6]3[CH2:11][CH2:12][N:13]([CH3:15])[CH2:14][C:5]=3[C:4]=2[CH:3]=1.N1CCC[C@H]1C(O)=O.P([O-])([O-])([O-])=O.[K+].[K+].[K+].Br[CH:33]=[C:34]([C:36]1[CH:41]=[CH:40][CH:39]=[C:38]([F:42])[CH:37]=1)[CH3:35]>CN(C=O)C.[Cu]I>[Cl:1][C:2]1[CH:10]=[CH:9][C:8]2[N:7](/[CH:33]=[C:34](/[C:36]3[CH:41]=[CH:40][CH:39]=[C:38]([F:42])[CH:37]=3)\[CH3:35])[C:6]3[CH2:11][CH2:12][N:13]([CH3:15])[CH2:14][C:5]=3[C:4]=2[CH:3]=1 |f:2.3.4.5|. Procedure details: 8-Chloro-2-methyl-2,3,4,5-tetrahydro-1H-pyrido[4,3-b]indole (220 mg, 1 mmol) was dissolved in DMF. Copper (I) iodide (19 mg, 0.1 mmol), L-proline (23 mg, 0.2 mmol) and potassium phosphate (424 mg, 2 mmol) were added and the reaction mixture was stirred for 10 min. at RT. 1-(1-Bromoprop-1-en-2-yl)-3-fluorobenzene (258 mg, 1.2 mmol) was added dropwise and the reaction mixture was purged with nitrogen. The reaction mixture was heated overnight at 85° C. (prolonged heating in some cases was required... Starting materials: [C@@H]1(CCC2=CC=CC=C12)N1CCC(CC1)(C#N)NC1=CC=CC=C1 ((S)-1-Indan-1-yl-4-phenylamino-piperidine-4-carbonitrile), C(C)(=O)OC(C)=O (acetic anhydride), [OH-].[Na+] (Sodium hydroxide). Run in C(=O)O (formic acid). Reaction conditions: time 16 hour. The product is [C@@H]1(CCC2=CC=CC=C12)N1CCC(CC1)(C(=O)N)NC1=CC=CC=C1 ((S)-1-Indan-1-yl-4-phenylamino-piperidine-4-carboxylic acid amide). Reaction SMILES: [C@@H:1]1([N:10]2[CH2:15][CH2:14][C:13]([NH:18][C:19]3[CH:24]=[CH:23][CH:22]=[CH:21][CH:20]=3)([C:16]#[N:17])[CH2:12][CH2:11]2)[C:9]2[C:4](=[CH:5][CH:6]=[CH:7][CH:8]=2)[CH2:3][CH2:2]1.C(OC(=O)C)(=[O:27])C.[OH-].[Na+]>C(O)=O>[C@@H:1]1([N:10]2[CH2:11][CH2:12][C:13]([NH:18][C:19]3[CH:24]=[CH:23][CH:22]=[CH:21][CH:20]=3)([C:16]([NH2:17])=[O:27])[CH2:14][CH2:15]2)[C:9]2[C:4](=[CH:5][CH:6]=[CH:7][CH:8]=2)[CH2:3][CH2:2]1 |f:2.3|. Procedure: (S)-1-Indan-1-yl-4-phenylamino-piperidine-4-carbonitrile (27 mmol) was added dropwise at room temperature to a mixture of acetic anhydride and formic acid (40 ml each). The mixture was stirred for 16 h at room temperature. Sodium hydroxide solution was added (pH=7) and the mixture extracted with ethyl acetate. Organic phases were pooled, dried with sodium sulfate and concentrated. Chromatography on silica gel (ethyl acetate) yielded the formulated amine which was dissolved in t-butanol (60 ml). ... The reactants are O=C([O-])O, CO, Cl, NO, [Na+], N#Cc1cccc(CO)c1. The product is NC(=NO)c1cccc(CO)c1. Reaction SMILES: [C:4](=[O:5])([OH:6])[O-:7].[CH3:19][OH:20].[ClH:1].[NH2:2][OH:3].[Na+:8].[OH:9][CH2:10][c:11]1[cH:12][c:13]([C:14]#[N:15])[cH:16][cH:17][cH:18]1>>[N:2]([OH:3])=[C:14]([c:13]1[cH:12][c:11]([CH2:10][OH:9])[cH:18][cH:17][cH:16]1)[NH2:15]. Starting materials: Cl.NC1(CCCCC1)C(=O)OCC (ethyl 1-aminocyclohexanecarboxylate hydrochloride), N1(CCOCC1)C(=O)Cl (morpholine carbonyl chloride). Yields the product N1(CCOCC1)C(=O)NC1(CCCCC1)C(=O)O (1-[N-(morpholine-4-carbonyl)amino]cyclohexanecarboxylic acid). Isolated yield 33.4%. Reaction SMILES: Cl.[NH2:2][C:3]1([C:9]([O:11]CC)=[O:10])[CH2:8][CH2:7][CH2:6][CH2:5][CH2:4]1.[N:14]1([C:20](Cl)=[O:21])[CH2:19][CH2:18][O:17][CH2:16][CH2:15]1>>[N:14]1([C:20]([NH:2][C:3]2([C:9]([OH:11])=[O:10])[CH2:4][CH2:5][CH2:6][CH2:7][CH2:8]2)=[O:21])[CH2:19][CH2:18][O:17][CH2:16][CH2:15]1 |f:0.1|. Procedure: The same reaction procedure as used in Reference Example 4 was repeated by using 4.36 g (21 mmol) of ethyl 1-aminocyclohexanecarboxylate hydrochloride and 3.15 g (21 mmol) of morpholine carbonyl chloride, whereby 1.8 g of the captioned 1-[N-(morpholine-4-carbonyl)amino]cyclohexanecarboxylic acid was obtained in a yield of 33%. The reactants are ClC=1C=CC(=C(C#N)C1)OCCN1CCOCC1 (5-chloro-2-(2-morpholin-4-yl-ethoxy)benzonitrile), [H-].[Al+3].[Li+].[H-].[H-].[H-] (lithium aluminum hydride), [OH-].[Na+] (NaOH). The solvent is C1CCOC1 (THF). Conditions: time 15 hour. The product is Cl.ClC=1C=CC(=C(CN)C1)OCCN1CCOCC1 (5-Chloro-2-(2-morpholin-4-yl-ethoxy)benzylamine hydrochloride). RXN SMILES: [Cl:1][C:2]1[CH:3]=[CH:4][C:5]([O:10][CH2:11][CH2:12][N:13]2[CH2:18][CH2:17][O:16][CH2:15][CH2:14]2)=[C:6]([CH:9]=1)[C:7]#[N:8].[H-].[Al+3].[Li+].[H-].[H-].[H-].[OH-].[Na+]>C1COCC1>[ClH:1].[Cl:1][C:2]1[CH:3]=[CH:4][C:5]([O:10][CH2:11][CH2:12][N:13]2[CH2:14][CH2:15][O:16][CH2:17][CH2:18]2)=[C:6]([CH:9]=1)[CH2:7][NH2:8] |f:1.2.3.4.5.6,7.8,10.11|. Reported procedure: A solution of 5-chloro-2-(2-morpholin-4-yl-ethoxy)benzonitrile (412 mg, 1.54 mmol) in anhydrous THF (15 mL) was added to a solution of lithium aluminum hydride (3.53 mL, 1.0 M in THF) at room temperature. The reaction was stirred for 15 h at room temperature under anhydrous conditions, whereupon it was cooled to 0° C. and 1 N aqueous NaOH (0.54 mL) was added. The reaction was stirred for ½ h at 0° C. and then the solids were filtered off and rinsed with THF. The filtrate was concentrated by rota... The reactants are FC1=NC(=CC=C1O)C (2-Fluoro-3-hydroxy-6-methylpyridine), CN(C)C=O (DMF), S(=O)(=O)(O)C1=CC=C(C)C=C1.FC1=CC=C(C=N1)OC[C@H]1N(CC1)C (6-Fluoro-3-(1-methyl-2-(S)-azetidinylmethoxy)pyridine tosylate), [OH-].[K+] (KOH). The solvent is [Cl-].[Na+].O (brine). Reaction conditions: temperature 90 celsius. The product is FC1=NC(=CC=C1OC[C@H]1N(CC1)C(=O)OCC1=CC=CC=C1)C (2-Fluoro-6-methyl-3-(1-Cbz-2-(S)-azetidinylmethoxy)pyridine). Isolated yield 53.0%. As a reaction SMILES: [F:1][C:2]1[C:7]([OH:8])=[CH:6][CH:5]=[C:4]([CH3:9])[N:3]=1.S([C:14]1[CH:20]=[CH:19][C:17](C)=[CH:16][CH:15]=1)(O)(=O)=O.FC1N=CC(O[CH2:29][C@@H:30]2[CH2:33][CH2:32][N:31]2[CH3:34])=CC=1.[OH-:35].[K+].CN([CH:40]=[O:41])C>[Cl-].[Na+].O>[F:1][C:2]1[C:7]([O:8][CH2:29][C@@H:30]2[CH2:33][CH2:32][N:31]2[C:34]([O:41][CH2:40][C:14]2[CH:20]=[CH:19][CH:17]=[CH:16][CH:15]=2)=[O:35])=[CH:6][CH:5]=[C:4]([CH3:9])[N:3]=1 |f:1.2,3.4,6.7.8|. Procedure: 2-Fluoro-3-hydroxy-6-methylpyridine from Example 117c (1 g 7.87 mmole), 1-Cbz-2-(S)-azetidinemethyl tosylate (2.37 g 7.5 mmole, prepared as for example 105) and KOH (0.66 g 11.76 mmole) were combined in DMF (25 mL) and heated at 90° C. for one hour, cooled to 20° C. and poured into brine (100 mL). The resulting mixture was extracted with ether. The combined Et2O extracts were washed with 50% brine and dried (MgSO4). The solvent was evaporated under vacuum, and the crude product was chromatograph... Starting materials: ClC1=CC=C(C=C1)C(C=1C=C2C(=CC(=NC2=CC1)O)Br)C1=CC=C(C=C1)Cl (6-[bis(4-chlorophenyl)methyl]-4-bromoquinolin-2-ol), CC(C)(C)[O-].[K+] (KOt-Bu), Cl.C(C1=CC=CC=C1)(=O)N1CCC(CC1)N (1-benzoylpiperidin-4-amine hydrochloride), C(=O)([O-])[O-].[Cs+].[Cs+] (Cs2CO3). The reagents and catalysts are C=1C=CC(=CC1)/C=C/C(=O)/C=C/C2=CC=CC=C2.C=1C=CC(=CC1)/C=C/C(=O)/C=C/C2=CC=CC=C2.C=1C=CC(=CC1)/C=C/C(=O)/C=C/C2=CC=CC=C2.[Pd].[Pd] (Pd2(dba)3), C1=CC=C(C=C1)P([C-]2C=CC=C2)C3=CC=CC=C3.C1=CC=C(C=C1)P([C-]2C=CC=C2)C3=CC=CC=C3.[Fe+2] (dppf). The solvent is O1CCOCC1 (1,4-dioxane). Conditions: temperature 100 celsius, time 8 hour. The product is C(C1=CC=CC=C1)(=O)N1CCC(CC1)NC1=CC(=NC2=CC=C(C=C12)C(C1=CC=C(C=C1)Cl)C1=CC=C(C=C1)Cl)O (4-[(1-benzoylpiperidin-4-yl)amino]-6-[bis(4-chlorophenyl)methyl]quinolin-2-ol). Reaction SMILES: [Cl:1][C:2]1[CH:7]=[CH:6][C:5]([CH:8]([C:21]2[CH:26]=[CH:25][C:24]([Cl:27])=[CH:23][CH:22]=2)[C:9]2[CH:10]=[C:11]3[C:16](=[CH:17][CH:18]=2)[N:15]=[C:14]([OH:19])[CH:13]=[C:12]3Br)=[CH:4][CH:3]=1.Cl.[C:29]([N:37]1[CH2:42][CH2:41][CH:40]([NH2:43])[CH2:39][CH2:38]1)(=[O:36])[C:30]1[CH:35]=[CH:34][CH:33]=[CH:32][CH:31]=1.C([O-])([O-])=O.[Cs+].[Cs+].CC([O-])(C)C.[K+]>C1C=CC(/C=C/C(/C=C/C2C=CC=CC=2)=O)=CC=1.C1C=CC(/C=C/C(/C=C/C2C=CC=CC=2)=O)=CC=1.C1C=CC(/C=C/C(/C=C/C2C=CC=CC=2)=O)=CC=1.[Pd].[Pd].C1C=CC(P(C2C=CC=CC=2)[C-]2C=CC=C2)=CC=1.C1C=CC(P(C2C=CC=CC=2)[C-]2C=CC=C2)=CC=1.[Fe+2].O1CCOCC1>[C:29]([N:37]1[CH2:42][CH2:41][CH:40]([NH:43][C:12]2[C:11]3[C:16](=[CH:17][CH:18]=[C:9]([CH:8]([C:21]4[CH:26]=[CH:25][C:24]([Cl:27])=[CH:23][CH:22]=4)[C:5]4[CH:6]=[CH:7][C:2]([Cl:1])=[CH:3][CH:4]=4)[CH:10]=3)[N:15]=[C:14]([OH:19])[CH:13]=2)[CH2:39][CH2:38]1)(=[O:36])[C:30]1[CH:31]=[CH:32][CH:33]=[CH:34][CH:35]=1 |f:1.2,3.4.5,6.7,8.9.10.11.12,13.14.15|. Procedure: Into a 8-mL round-bottom flask purged and maintained with an inert atmosphere of nitrogen, was placed 6-[bis(4-chlorophenyl)methyl]-4-bromoquinolin-2-ol (150 mg, 0.33 mmol, 1.00 equip), 1-benzoylpiperidin-4-amine hydrochloride (118 mg, 0.49 mmol, 1.50 equip), Pd2(dba)3 (30.0 mg, 0.03 mmol, 0.10 equip), dppf (63.4 mg, 0.11 mmol, 0.35 equip), Cs2CO3 (266 mg, 0.82 mmol, 2.50 equip), KOt-Bu (73 mg, 0.65 mmol, 2.00 equip), and 1,4-dioxane (3 mL). The resulting solution was stirred overnight at 100° C...